This data is from the Open Reaction Database (ORD), a public repository of structured organic reaction records. The task is: describe an organic reaction: reactants, conditions, products, and yield Reactants: C(C=C)NC=1C=C(C=CC1)CC(=O)O (3-(allylamino)phenylacetic acid), C(=O)(OCC1=CC=CC=C1)Cl (carbobenzyloxy chloride), C(Cl)(Cl)Cl (chloroform), C([O-])([O-])=O.[Na+].[Na+] (sodium carbonate). The solvent is O (water). Reaction conditions: temperature 40 celsius, time 2 hour. Yields the product C(=O)(OCC1=CC=CC=C1)N(C=1C=C(C=CC1)CC(=O)Cl)CC=C (3-(N-carbobenzyloxy-allylamino)phenylacetyl chloride). RXN SMILES: [CH2:1]([NH:4][C:5]1[CH:6]=[C:7]([CH2:11][C:12]([OH:14])=O)[CH:8]=[CH:9][CH:10]=1)[CH:2]=[CH2:3].C(Cl)(Cl)[Cl:16].C(=O)([O-])[O-].[Na+].[Na+].[C:25](Cl)([O:27][CH2:28][C:29]1[CH:34]=[CH:33][CH:32]=[CH:31][CH:30]=1)=[O:26]>O>[C:25]([N:4]([CH2:1][CH:2]=[CH2:3])[C:5]1[CH:6]=[C:7]([CH2:11][C:12]([Cl:16])=[O:14])[CH:8]=[CH:9][CH:10]=1)([O:27][CH2:28][C:29]1[CH:30]=[CH:31][CH:32]=[CH:33][CH:34]=1)=[O:26] |f:2.3.4|. Reported procedure: To 15 g. 3-(allylamino)phenylacetic acid in 200 ml. warm chloroform is added a solution of 12 g. sodium carbonate in 150 ml. water. To the vigorously stirred solution is added 10 g. carbobenzyloxy chloride. After 2 hours stirring at 40° C., the layers are separated, washed three times with 1 N hydrochloric acid, dried, and evaorated to an oil. The oil is dissolved in 300 ml. toluene, treated with 15 ml. thionyl chloride and the solution is refluxed for 5 hours. The solvents are evaporated and th... Starting materials: [N+](=O)([O-])[O-].[Al+3].[N+](=O)([O-])[O-].[N+](=O)([O-])[O-] (aluminum nitrate), [N+](=O)([O-])[O-].[Al+3].[N+](=O)([O-])[O-].[N+](=O)([O-])[O-] (aluminum nitrate), Al(NO3)3.9H2O, [Si]([O-])([O-])([O-])[O-].[Na+].[Na+].[Na+].[Na+] (sodium silicate), [Si]=O (silicon oxide). Yields the product [OH-].[Al+3].[OH-].[OH-] (aluminum hydroxide), [Si](O)(O)(O)O (silicic acid). RXN SMILES: [N+]([O-])([O-])=[O:2].[Al+3:5].[N+]([O-])([O-])=[O:7].[N+]([O-])([O-])=[O:11].[Si:14]([O-:18])([O-:17])([O-:16])[O-:15].[Na+].[Na+].[Na+].[Na+].[Si]=O>>[OH-:2].[Al+3:5].[OH-:7].[OH-:11].[Si:14]([OH:18])([OH:17])([OH:16])[OH:15] |f:0.1.2.3,4.5.6.7.8,10.11.12.13,^3:22|. Procedure: An aqueous 6% aluminum nitrate solution containing 324 g of aluminum nitrate, Al(NO3)3.9H2O and an aqueous 15% sodium silicate solution containing 356 g of silicon oxide were mixed together to form a slurry of aluminum hydroxide and silicic acid gel. The resulting slurry mixture was washed with water until there was no soluble salt contained therein, and dried at 110°C under aeration. 400 Grams of the thus obtained pellets having a ratio of silica to alumina of 89:11 by weight and having particl... The reactants are C(CCC)[Li] (n-butyllithium), CN1C(SCC1=O)C=1C=NC=CC1 (3-methyl-2-(3-pyridyl)thiazolidin-4-one), BrCC1CCCCC1 (bromomethylcyclohexane), [I-].[Na+] (sodium iodide), C(C)(C)NC(C)C (diisopropylamine), [Na+].[Cl-] (NaCl). The solvent is CCCCCC (hexane), O1CCCC1 (tetrahydrofuran), O1CCCC1 (tetrahydrofuran). Run at time 1 hour. The product is C1(CCCCC1)CC1(C(N(C(S1)C=1C=NC=CC1)C)=O)CC1CCCCC1 (5,5-di(cyclohexylmethyl)-3-methyl-2-(3-pyridyl)thiazolidin-4-one). The yield is 4.2%. RXN SMILES: [CH:1](NC(C)C)([CH3:3])[CH3:2].[CH2:8]([Li])[CH2:9][CH2:10][CH3:11].[CH3:13][N:14]1[C:18](=[O:19])[CH2:17][S:16][CH:15]1[C:20]1[CH:21]=[N:22][CH:23]=[CH:24][CH:25]=1.Br[CH2:27][CH:28]1[CH2:33][CH2:32][CH2:31][CH2:30][CH2:29]1.[I-].[Na+].[Na+].[Cl-]>CCCCCC.O1CCCC1>[CH:28]1([CH2:27][C:17]2([CH2:11][CH:10]3[CH2:3][CH2:1][CH2:2][CH2:8][CH2:9]3)[S:16][CH:15]([C:20]3[CH:21]=[N:22][CH:23]=[CH:24][CH:25]=3)[N:14]([CH3:13])[C:18]2=[O:19])[CH2:33][CH2:32][CH2:31][CH2:30][CH2:29]1 |f:4.5,6.7|. Reported procedure: Dry diisopropylamine (2.76 ml, 15.8 mmol) was added to dry tetrahydrofuran (9 ml). Further a n-butyllithium solution (10.6 ml, 16.2 mmol) in hexane was added dropwise at -20 to -30° C. The mixture was kept between those temperatures for 1 hour. Then a solution of 3-methyl-2-(3-pyridyl)thiazolidin-4-one (3 g, 15.4 mmol) in dry tetrahydrofuran was added dropwise at -78° C. After this reaction mixture had been kept at the same temperature for 1 hour, bromomethylcyclohexane (3.01 g, 17.0 mmol) and s...